Dataset: the Open Reaction Database (ORD), a public repository of structured organic reaction records. Task: describe an organic reaction: reactants, conditions, products, and yield The reactants are Cc1cccc(C)c1Cc1cccc(CO)c1, Cc1ccccc1, CCOC(=O)N=NC(=O)OCC, COC(=O)CCc1ccc(O)cc1, c1ccc(P(c2ccccc2)c2ccccc2)cc1. The product is COC(=O)CCc1ccc(OCc2cccc(Cc3c(C)cccc3C)c2)cc1. RXN SMILES: [CH3:14][c:15]1[c:16]([CH2:17][c:18]2[cH:19][c:20]([CH2:21][OH:22])[cH:23][cH:24][cH:25]2)[c:26]([CH3:30])[cH:27][cH:28][cH:29]1.[CH3:62][c:63]1[cH:64][cH:65][cH:66][cH:67][cH:68]1.[O:50]=[C:51]([O:52][CH2:53][CH3:54])[N:55]=[N:56][C:57]([O:58][CH2:59][CH3:60])=[O:61].[OH:1][c:2]1[cH:3][cH:4][c:5]([CH2:8][CH2:9][C:10](=[O:11])[O:12][CH3:13])[cH:6][cH:7]1.[c:31]1([P:32]([c:33]2[cH:34][cH:35][cH:36][cH:37][cH:38]2)[c:39]2[cH:40][cH:41][cH:42][cH:43][cH:44]2)[cH:45][cH:46][cH:47][cH:48][cH:49]1>>[O:1]([c:2]1[cH:3][cH:4][c:5]([CH2:8][CH2:9][C:10](=[O:11])[O:12][CH3:13])[cH:6][cH:7]1)[CH2:21][c:20]1[cH:19][c:18]([CH2:17][c:16]2[c:15]([CH3:14])[cH:29][cH:28][cH:27][c:26]2[CH3:30])[cH:25][cH:24][cH:23]1. Starting materials: COC1=CC(=C(N)C=C1OC)[N+](=O)[O-] (4,5 -dimethoxy-2-nitroaniline), C(=C)C(=O)C (methyl vinyl ketone). The product is COC1=C2C(=CC=NC2=C(C=C1OC)[N+](=O)[O-])C (5,6-dimethoxy-4-methyl-8-nitroquinoline). The yield is 27.0%. RXN SMILES: [CH3:1][O:2][C:3]1[C:9]([O:10][CH3:11])=[CH:8][C:6]([NH2:7])=[C:5]([N+:12]([O-:14])=[O:13])[CH:4]=1.[CH:15]([C:17]([CH3:19])=O)=[CH2:16]>>[CH3:11][O:10][C:9]1[C:3]([O:2][CH3:1])=[CH:4][C:5]([N+:12]([O-:14])=[O:13])=[C:6]2[C:8]=1[C:17]([CH3:19])=[CH:15][CH:16]=[N:7]2. Reported procedure: A Skraup reaction of 4,5 -dimethoxy-2-nitroaniline with methyl vinyl ketone gave a 27% yield of 5,6-dimethoxy-4-methyl-8-nitroquinoline. The yellow compound crystallized well from methanol; mp 126°-127.5°. The reactants are C(C)OC(C(CCO[Si](C)(C)C(C)(C)C)C1=CC=C(C=C1)\C=C\C(NC1=C(C=CC=C1)NC(=O)OC(C)(C)C)=O)=O ((E)-2-{4-[2-(2-tert-butoxycarbonylamino-phenylcarbamoyl)-vinyl]-phenyl}-4-(tert-butyl-dimethyl-silanyloxy)-butyric acid ethyl ester), O[Li].O (LiOH.H2O). The solvent is CO.O (MeOH H2O). Reaction conditions: time 5 hour. Yields the product C(C)(C)(C)OC(=O)NC1=C(C=CC=C1)NC(=O)/C=C/C1=CC=C(C=C1)C(C(=O)O)CCO[Si](C)(C)C(C)(C)C ((E)-2-{4-[2-(2-tert-Butoxycarbonylamino-phenylcarbamoyl)-vinyl]-phenyl}-4-(tert-butyl-dimethyl-silanyloxy)-butyric acid). Yield: 79.8%. As a reaction SMILES: C([O:3][C:4](=[O:41])[CH:5]([C:16]1[CH:21]=[CH:20][C:19](/[CH:22]=[CH:23]/[C:24](=[O:40])[NH:25][C:26]2[CH:31]=[CH:30][CH:29]=[CH:28][C:27]=2[NH:32][C:33]([O:35][C:36]([CH3:39])([CH3:38])[CH3:37])=[O:34])=[CH:18][CH:17]=1)[CH2:6][CH2:7][O:8][Si:9]([C:12]([CH3:15])([CH3:14])[CH3:13])([CH3:11])[CH3:10])C.O[Li].O>CO.O>[C:36]([O:35][C:33]([NH:32][C:27]1[CH:28]=[CH:29][CH:30]=[CH:31][C:26]=1[NH:25][C:24](/[CH:23]=[CH:22]/[C:19]1[CH:18]=[CH:17][C:16]([CH:5]([CH2:6][CH2:7][O:8][Si:9]([C:12]([CH3:15])([CH3:14])[CH3:13])([CH3:11])[CH3:10])[C:4]([OH:41])=[O:3])=[CH:21][CH:20]=1)=[O:40])=[O:34])([CH3:38])([CH3:37])[CH3:39] |f:1.2,3.4|. Reported procedure: To a solution of (E)-2-{4-[2-(2-tert-butoxycarbonylamino-phenylcarbamoyl)-vinyl]-phenyl}-4-(tert-butyl-dimethyl-silanyloxy)-butyric acid ethyl ester (2.63 g, 4.52 mmol) in MeOH/H2O (30 mL/10 mL) was added LiOH.H2O (556 mg, 13.56 mmol). This mixture was stirred for about 5 h at room temperature, and then evaporated to remove most of the MeOH. The aqueous layer was acidified with concentrated HCl to pH 5-6. The acidified aqueous layer was extracted with ethyl acetate (3×30 mL). The combined organi... Reactants: S1CCC(CC1)=O (tetrahydrothiopyran-4-one), C(CO)O (ethylene glycol), C1(=CC=C(C=C1)S(=O)(=O)O)C (p-toluenesulfonic acid), C1=CC=CC=C1 (benzene). Solvent: O (water). The product is O1CCOC12CCSCC2 (1,4-Dioxa-8-thiaspiro[4,5]decane). RXN SMILES: [S:1]1[CH2:6][CH2:5][C:4](=[O:7])[CH2:3][CH2:2]1.[CH2:8](O)[CH2:9][OH:10].C1(C)C=CC(S(O)(=O)=O)=CC=1.C1C=CC=CC=1>O>[O:10]1[C:4]2([CH2:5][CH2:6][S:1][CH2:2][CH2:3]2)[O:7][CH2:8][CH2:9]1. Procedure: A mixture of 5.0 g of tetrahydrothiopyran-4-one, 2.5 ml of ethylene glycol, 0.230 g of p-toluenesulfonic acid and 125 ml of benzene is stirred at reflux temperature for 2.5 hours. The water formed is removed using a Dean-Stark trap. The reaction is treated with saturated sodium bicarbonate, water, saturated sodium chloride, dried and concentrated in vacuo to give 6.52 g of the desired product as an oil. Reactants: O (water), FC(C=1C=C(C=CC1OC(C(F)(F)F)C)C1=NC(=NO1)C1=C2C=CNC2=CC=C1)(F)F (4-{5-[3-(Trifluoromethyl)-4-(2,2,2-trifluoro-1-methylethoxy)phenyl]-1,2,4-oxadiazol-3-yl}-1H-indole), C(O)(O)=O.CCl (Methyl chloride carbonate), [H-].[Na+] (NaH). Run in CN(C)C=O (DMF). Conditions: time 0.5 hour. Yields the product FC(C=1C=C(C=CC1OC(C(F)(F)F)C)C1=NC(=NO1)C1=C2C=CN(C2=CC=C1)C(=O)OC)(F)F (methyl 4-{5-[3-(trifluoromethyl)-4-(2,2,2-trifluoro-1-methylethoxy)phenyl]-1,2,4-oxadiazol-3-yl}-1H-indole-1-carboxylate). As a reaction SMILES: [F:1][C:2]([F:31])([F:30])[C:3]1[CH:4]=[C:5]([C:16]2[O:20][N:19]=[C:18]([C:21]3[CH:29]=[CH:28][CH:27]=[C:26]4[C:22]=3[CH:23]=[CH:24][NH:25]4)[N:17]=2)[CH:6]=[CH:7][C:8]=1[O:9][CH:10]([CH3:15])[C:11]([F:14])([F:13])[F:12].[H-].[Na+].[C:34](=[O:37])(O)[OH:35].[CH3:38]Cl.O>CN(C=O)C>[F:31][C:2]([F:1])([F:30])[C:3]1[CH:4]=[C:5]([C:16]2[O:20][N:19]=[C:18]([C:21]3[CH:29]=[CH:28][CH:27]=[C:26]4[C:22]=3[CH:23]=[CH:24][N:25]4[C:34]([O:35][CH3:38])=[O:37])[N:17]=2)[CH:6]=[CH:7][C:8]=1[O:9][CH:10]([CH3:15])[C:11]([F:12])([F:13])[F:14] |f:1.2,3.4|. Procedure: 4-{5-[3-(Trifluoromethyl)-4-(2,2,2-trifluoro-1-methylethoxy)phenyl]-1,2,4-oxadiazol-3-yl}-1H-indole (100 mg) was dissolved in DMF (1.0 ml), followed by addition of 60% NaH (10.9 mg) at 0° C., and stirring at room temperature for 0.5 hour. Methyl chloride carbonate (26.3 μl) was added thereto at 0° C., followed by stirring at room temperature for 3 hours. To the reaction solution was added water (30 ml), followed by extraction three times with EtOAc (20 ml), the organic layer was combined, washed... The reactants are C1(=CC=CC=C1)[Sb](C1=CC=CC=C1)C1=CC=CC=C1 (triphenylstibine), C1(=CC=C(C=C1)S(=O)(=O)OC)C (methyl p-toluenesulfonate). Reaction conditions: temperature 130 celsius, time 18 hour. Product: C1(=CC=C(C=C1)S(=O)(=O)[O-])C.C[Sb+](C1=CC=CC=C1)(C1=CC=CC=C1)C1=CC=CC=C1 (Methyltriphenylstibonium p-toluenesulfonate). Reaction SMILES: [C:1]1([Sb:7]([C:14]2[CH:19]=[CH:18][CH:17]=[CH:16][CH:15]=2)[C:8]2[CH:13]=[CH:12][CH:11]=[CH:10][CH:9]=2)[CH:6]=[CH:5][CH:4]=[CH:3][CH:2]=1.[C:20]1([CH3:31])[CH:25]=[CH:24][C:23]([S:26]([O:29]C)(=[O:28])=[O:27])=[CH:22][CH:21]=1>>[C:20]1([CH3:31])[CH:21]=[CH:22][C:23]([S:26]([O-:29])(=[O:27])=[O:28])=[CH:24][CH:25]=1.[CH3:20][Sb+:7]([C:1]1[CH:2]=[CH:3][CH:4]=[CH:5][CH:6]=1)([C:8]1[CH:13]=[CH:12][CH:11]=[CH:10][CH:9]=1)[C:14]1[CH:15]=[CH:16][CH:17]=[CH:18][CH:19]=1 |f:2.3|. Procedure details: A mixture of 17.65 g (0.05 mol) of triphenylstibine and 9.31 g (0.05 mol) of methyl p-toluenesulfonate was heated in a 130° C. bath with nitrogen bubbling through the melt for 18 hr. The resulting syrup was cooled to an amorphous glass which was crystallized by treatment with ether. The resultant crystals were collected and dried.